Dataset: the Open Reaction Database (ORD), a public repository of structured organic reaction records. Task: describe an organic reaction: reactants, conditions, products, and yield Reactants: N1(C=NC=C1)C=1CCC2=CC=C(C=C2C1)C(=O)O (1,2-dihydro-3-(1-imidazolyl)-6-carboxy-naphthalene), N (NH3). Run in CN(C)C=O (DMF). Reaction conditions: time 4 hour. The product is N1(C=NC=C1)C=1CCC2=CC=C(C=C2C1)C(N)=O (1,2-dihydro-3-(1-imidazolyl)-6-carbamoyl-naphthalene). Reaction SMILES: [N:1]1([C:6]2[CH2:7][CH2:8][C:9]3[C:14]([CH:15]=2)=[CH:13][C:12]([C:16]([OH:18])=O)=[CH:11][CH:10]=3)[CH:5]=[CH:4][N:3]=[CH:2]1.[NH3:19]>CN(C=O)C>[N:1]1([C:6]2[CH2:7][CH2:8][C:9]3[C:14]([CH:15]=2)=[CH:13][C:12]([C:16](=[O:18])[NH2:19])=[CH:11][CH:10]=3)[CH:5]=[CH:4][N:3]=[CH:2]1. Procedure details: To a suspension of 1,2-dihydro-3-(1-imidazolyl)-6-carboxy-naphthalene (500 mg) in DMF (10 ml) SOCl2 (2 ml) was added. Cooling in an ice bath, NH3 was passed through the reaction mixture, with stirring, for 4 hours. The reaction mixture was allowed to stand for 12 hours. The ammonium salt was filtered off and Et2O was added giving a precipitate which was chromatographed on silica gel with CHCl3 :CH3OH-CH3COOH (45:5:2.5) as eluant; 350 mg of 1,2-dihydro-3-(1-imidazolyl)-6-carbamoyl-naphthalene wer... Starting materials: C(#N)C1=CC=C(C=C1)B(O)O (4-cyanophenyl boronic acid), BrC=1C=C2C=CC(=CC2=CC1)C1=C2C=CC=C3C=4C(=C5C(=C(C4C(C=C1)=C32)C3=CC=CC=C3)C=CC=C5)C5=CC=CC=C5 (3-(6-bromonaphthalen-2-yl)-7,12-diphenylbenzo[k]fluoranthene). Product: C(#N)C1=CC=C(C=C1)C=1C=C2C=CC(=CC2=CC1)C1=C2C=CC=C3C=4C(=C5C(=C(C4C(C=C1)=C32)C3=CC=CC=C3)C=CC=C5)C5=CC=CC=C5 (3-(6-(4-cyanophenyl)naphthalen-2-yl)-7,12-diphenylbenzo[k]fluoranthene). RXN SMILES: [C:1]([C:3]1[CH:8]=[CH:7][C:6](B(O)O)=[CH:5][CH:4]=1)#[N:2].Br[C:13]1[CH:14]=[C:15]2[C:20](=[CH:21][CH:22]=1)[CH:19]=[C:18]([C:23]1[CH:37]=[CH:36][C:35]3=[C:38]4[C:24]=1[CH:25]=[CH:26][CH:27]=[C:28]4[C:29]1[C:30]([C:49]4[CH:54]=[CH:53][CH:52]=[CH:51][CH:50]=4)=[C:31]4[CH:48]=[CH:47][CH:46]=[CH:45][C:32]4=[C:33]([C:39]4[CH:44]=[CH:43][CH:42]=[CH:41][CH:40]=4)[C:34]=13)[CH:17]=[CH:16]2>>[C:1]([C:3]1[CH:8]=[CH:7][C:6]([C:13]2[CH:14]=[C:15]3[C:20](=[CH:21][CH:22]=2)[CH:19]=[C:18]([C:23]2[CH:37]=[CH:36][C:35]4=[C:38]5[C:24]=2[CH:25]=[CH:26][CH:27]=[C:28]5[C:29]2[C:30]([C:49]5[CH:54]=[CH:53][CH:52]=[CH:51][CH:50]=5)=[C:31]5[CH:48]=[CH:47][CH:46]=[CH:45][C:32]5=[C:33]([C:39]5[CH:44]=[CH:43][CH:42]=[CH:41][CH:40]=5)[C:34]=24)[CH:17]=[CH:16]3)=[CH:5][CH:4]=1)#[N:2]. Reported procedure: It was carried out in a similar manner as Synthesis Example 1 except that 4-cyanophenyl boronic acid was employed instead of 9,9-dimethyl-9H-fluorene-2-yl boronic acid, and that 3-(6-bromonaphthalen-2-yl)-7,12-diphenylbenzo[k]fluoranthene was employed instead of 3-bromo-7,12-dibenzo[k]fluoranthene in Synthesis Example 1 to obtain 3-(6-(4-cyanophenyl)naphthalen-2-yl)-7,12-diphenylbenzo[k]fluoranthene (Compound 5-12). Yield: 41.7%. Starting materials: C1(=CC=C(C=C1)S(=O)(=O)O)C (p-toluenesulphonic acid), crude solution, C([O-])([O-])=O.[K+].[K+] (potassium carbonate), FC1=C(C=O)C=CC(=C1)C (2-Fluoro-4-methyl-benzaldehyde), C1COC(C)(CCN)O1 (4-aminobutan-2-one ethylene acetal). Reported procedure: 2-Fluoro-4-methyl-benzaldehyde (4 g) was added to a solution of 4-aminobutan-2-one ethylene acetal (3.8 g) in dry benzene (50 mL) and the solution was stirred at r.t. under a nitrogen atmosphere. After 1 hour the mixture was heated at reflux for 16 hours and then allowed to cool to r.t. This solution was slowly added to a refluxing solution of p-toluenesulphonic acid (10.6 g) in dry benzene (50 mL) previously refluxed for 1 hour with a Dean-Stark apparatus. After 3.5 hours the crude solution was... Yields the product FC1=CC(=C(C=C1)C1NCCC(C1)=O)C (2-(4-Fluoro-2-methyl-phenyl)-piperidine-4-one). RXN SMILES: [F:1][C:2]1[CH:9]=[C:8]([CH3:10])[CH:7]=[CH:6][C:3]=1C=O.C1[O:19][C:14]([CH2:16][CH2:17][NH2:18])([CH3:15])OC1.[C:20]1(C)C=CC(S(O)(=O)=O)=CC=1.C(=O)([O-])[O-].[K+].[K+]>C1C=CC=CC=1.CCOC(C)=O>[F:1][C:2]1[CH:3]=[CH:6][C:7]([CH:20]2[CH2:15][C:14](=[O:19])[CH2:16][CH2:17][NH:18]2)=[C:8]([CH3:10])[CH:9]=1 |f:3.4.5|. Run in C1=CC=CC=C1 (benzene), CCOC(=O)C (AcOEt), C1=CC=CC=C1 (benzene). Reactants: ClC1=NC=CC(=N1)C1=C(N=C(S1)C(C)(C)C)C=1C(=C(C=CC1)NS(=O)(=O)C1=C(C=CC=C1F)F)F (N-{3-[5-(2-chloro-4-pyrimidinyl)-2-(1,1-dimethylethyl)-1,3-thiazol-4-yl]-2-fluorophenyl}-2,6-difluorobenzenesulfonamide), N (ammonia), CO (methanol). Run at temperature 90 celsius. Product: NC1=NC=CC(=N1)C1=C(N=C(S1)C(C)(C)C)C=1C(=C(C=CC1)NS(=O)(=O)C1=C(C=CC=C1F)F)F (N-{3-[5-(2-amino-4-pyrimidinyl)-2-(1,1-dimethylethyl)-1,3-thiazol-4-yl]-2-fluorophenyl}-2,6-difluorobenzenesulfonamide). As a reaction SMILES: Cl[C:2]1[N:7]=[C:6]([C:8]2[S:12][C:11]([C:13]([CH3:16])([CH3:15])[CH3:14])=[N:10][C:9]=2[C:17]2[C:18]([F:35])=[C:19]([NH:23][S:24]([C:27]3[C:32]([F:33])=[CH:31][CH:30]=[CH:29][C:28]=3[F:34])(=[O:26])=[O:25])[CH:20]=[CH:21][CH:22]=2)[CH:5]=[CH:4][N:3]=1.[NH3:36].CO>>[NH2:36][C:2]1[N:7]=[C:6]([C:8]2[S:12][C:11]([C:13]([CH3:16])([CH3:15])[CH3:14])=[N:10][C:9]=2[C:17]2[C:18]([F:35])=[C:19]([NH:23][S:24]([C:27]3[C:32]([F:33])=[CH:31][CH:30]=[CH:29][C:28]=3[F:34])(=[O:26])=[O:25])[CH:20]=[CH:21][CH:22]=2)[CH:5]=[CH:4][N:3]=1. Reported procedure: Following a procedure analogous to the procedure described in Example 51, Step B using N-{3-[5-(2-chloro-4-pyrimidinyl)-2-(1,1-dimethylethyl)-1,3-thiazol-4-yl]-2-fluorophenyl}-2,6-difluorobenzenesulfonamide (196 mg, 0.364 mmol) and ammonia in methanol 7M (8 ml, 56.0 mmol) and heating to 90° C. for 24 h, the title compound, N-{3-[5-(2-amino-4-pyrimidinyl)-2-(1,1-dimethylethyl)-1,3-thiazol-4-yl]-2-fluorophenyl}-2,6-difluorobenzenesulfonamide was obtained (94 mg, 47% yield). 1H NMR (400 MHz, DMSO-d... The reactants are ClC1=NC=2C=CC=CC2C2=C1N=CN2CC(O)(C)C (4-chloro-α,α-dimethyl-1H-imidazo[4,5-c]quinoline-1-ethanol), NN (hydrazine), N(=O)[O-].[Na+] (sodium nitrite). Run in O (water), O (water), C(C)(=O)O (acetic acid), O (water). Yields the product CC(CN1C=NC=2C=3N(C4=CC=CC=C4C21)N=NN3)(O)C (α,α-dimethyl-6H-imidazo [4,5-c]tetrazolo[1,5-a]quinoline-6-ethanol). Reaction SMILES: Cl[C:2]1[C:11]2[N:12]=[CH:13][N:14]([CH2:15][C:16]([CH3:19])([CH3:18])[OH:17])[C:10]=2[C:9]2[CH:8]=[CH:7][CH:6]=[CH:5][C:4]=2[N:3]=1.[NH2:20][NH2:21].[N:22]([O-])=O.[Na+]>O.C(O)(=O)C>[CH3:18][C:16]([CH3:19])([OH:17])[CH2:15][N:14]1[C:10]2[C:9]3[C:8](=[CH:7][CH:6]=[CH:5][CH:4]=3)[N:20]3[N:21]=[N:22][N:3]=[C:2]3[C:11]=2[N:12]=[CH:13]1 |f:2.3|. Procedure: A suspension of 4-chloro-α,α-dimethyl-1H-imidazo[4,5-c]quinoline-1-ethanol (1.0 g, 3.6 mmole, U.S. Pat. No. 4,689,338 Example 189 Part D) in hydrazine (3 mL, 6.9 mmole) was heated on a steam bath for 1 hour then diluted with water. The resulting precipitate was isolated by filtration. The solid was dissolved in a mixture of acetic acid (2 mL) and water (15 mL) then combined with a solution of sodium nitrite (0.5 g) in water. The resulting precipitate was isolated by filtration, washed with water... The reactants are C1(=CC=CC=C1)P(C1=CC=CC=2C(C3=CC=CC(=C3OC12)P(C1=CC=CC=C1)C1=CC=CC=C1)(C)C)C1=CC=CC=C1 (4,5-bis(diphenylphosphino)-9,9-dimethylxanthene), C([O-])([O-])=O.[Cs+].[Cs+] (cesium carbonate), N1=CC(=CC=C1)C1=C2C=CC=NC2=C(N=C1)N (5-Pyridin-3-yl-[1,7]naphthyridin-8-ylamine), BrC1=NC(=CC=C1)C (2-bromo-6-methylpyridine). The solvent is O1CCOCC1 (dioxane). Conditions: temperature 130 celsius, time 20 hour. Product: CC1=CC=CC(=N1)NC=1N=CC(=C2C=CC=NC12)C=1C=NC=CC1 ((6-Methyl-pyridin-2-yl)-(5-pyridin-3-yl-[1,7]naphthyridin-8-yl)-amine), solid. The yield is 47.0%. As a reaction SMILES: [N:1]1[CH:6]=[CH:5][CH:4]=[C:3]([C:7]2[CH:16]=[N:15][C:14]([NH2:17])=[C:13]3[C:8]=2[CH:9]=[CH:10][CH:11]=[N:12]3)[CH:2]=1.Br[C:19]1[CH:24]=[CH:23][CH:22]=[C:21]([CH3:25])[N:20]=1.C1(P(C2C=CC=CC=2)C2C3OC4C(=CC=CC=4P(C4C=CC=CC=4)C4C=CC=CC=4)C(C)(C)C=3C=CC=2)C=CC=CC=1.C(=O)([O-])[O-].[Cs+].[Cs+]>O1CCOCC1>[CH3:25][C:21]1[N:20]=[C:19]([NH:17][C:14]2[N:15]=[CH:16][C:7]([C:3]3[CH:2]=[N:1][CH:6]=[CH:5][CH:4]=3)=[C:8]3[C:13]=2[N:12]=[CH:11][CH:10]=[CH:9]3)[CH:24]=[CH:23][CH:22]=1 |f:3.4.5|. Reported procedure: 5-Pyridin-3-yl-[1,7]naphthyridin-8-ylamine (0.1 g, 0.45 mmol) and 2-bromo-6-methylpyridine (0.14 g, 0.8 mmol) were dissolved in 4 ml dry dioxane. 4,5-bis(diphenylphosphino)-9,9-dimethylxanthene (52 mg, 0.09 mmol), cesium carbonate (0.23 g, 0.72 mmol) and tri(dibenzylideneacetone)dipalladium chloroform complex (47 mg, 0.045 mmol) were added and the reaction mixture was stirred for 20 hrs at 130° C. The reaction mixture was then evaporated and purified by flash chromatography on silica gel (heptan... The reactants are C(C1=CC=CC=C1)OC(=O)C=1C(C(=C(NC1C)C)C(=O)OC(C)C)C1=CC(=CC=C1)[N+](=O)[O-] (2,6-dimethyl-3-isopropoxycarbonyl-4-(3'-nitrophenyl)-1,4-dihydropyridine-5-carboxylic acid benzyl ester), C(C)O (ethanol). Run in C(C)(C)O (isopropanol). Product: 3'-nitrobenzylideneacetoacetic acid, C(C1=CC=CC=C1)OC(\C=C(\C)/N)=O (β-aminocrotonic acid benzyl ester). The yield is 71.0%. Reaction SMILES: [CH2:1]([O:8][C:9]([C:11]1C(C2C=CC=C([N+]([O-])=O)C=2)C(C(OC(C)C)=O)=C(C)[NH:15][C:16]=1[CH3:17])=[O:10])[C:2]1[CH:7]=[CH:6][CH:5]=[CH:4][CH:3]=1.C(O)C>C(O)(C)C>[CH2:1]([O:8][C:9](=[O:10])/[CH:11]=[C:16](\[NH2:15])/[CH3:17])[C:2]1[CH:7]=[CH:6][CH:5]=[CH:4][CH:3]=1. Procedure: Analogously to Example 1 heating a solution of 75 mmols of 3'-nitrobenzylideneacetoacetic acid isoporpyl ester and 75 mmols of β-aminocrotonic acid benzyl ester in 120 ml of isopropanol gave 2,6-dimethyl-3-isopropoxycarbonyl-4-(3'-nitrophenyl)-1,4-dihydropyridine-5-carboxylic acid benzyl ester of melting point 121° C (from ethanol). The reactants are C(C)(C)(C)OC(NCCCN(C(C1=CC=C(C=C1)C)=O)C(CC)C1=NN2C(C(N1CC1=CC=CC=C1)=O)=CC=C2)=O ({3-[[1-(3-benzyl-4-oxo-3,4-dihydropyrrolo[2,1-f][1,2,4]triazin-2-yl)-propyl]-(4-methylbenzoyl)-amino]-propyl}-carbamic acid tert-butyl ester), ClC1=CC=C(C(=O)Cl)C=C1 (4-chlorobenzoyl chloride), [H][H] (hydrogen). Reagents/catalysts: [OH-].[OH-].[Pd+2] (Pd(OH)2). Run in C(C)O (ethanol). The product is C(C)(C)(C)OC(NCCCN(C(CC)C1=NN2C(C(N1)=O)=CC=C2)C(C2=CC=C(C=C2)C)=O)=O ((±)-(3-{(4-Methylbenzoyl)-[1-(4-oxo-3,4-dihydropyrrolo[2,1-f][1,2,4]triazin -2-yl)-propyl]-amino}-propyl)-carbamic acid tert-butyl ester). Yield: 65.0%. Reaction SMILES: [C:1]([O:5][C:6](=[O:41])[NH:7][CH2:8][CH2:9][CH2:10][N:11]([CH:21]([C:24]1[N:29](CC2C=CC=CC=2)[C:28](=[O:37])[C:27]2=[CH:38][CH:39]=[CH:40][N:26]2[N:25]=1)[CH2:22][CH3:23])[C:12](=[O:20])[C:13]1[CH:18]=[CH:17][C:16]([CH3:19])=[CH:15][CH:14]=1)([CH3:4])([CH3:3])[CH3:2].ClC1C=CC(C(Cl)=O)=CC=1.[H][H]>C(O)C.[OH-].[OH-].[Pd+2]>[C:1]([O:5][C:6](=[O:41])[NH:7][CH2:8][CH2:9][CH2:10][N:11]([C:12](=[O:20])[C:13]1[CH:14]=[CH:15][C:16]([CH3:19])=[CH:17][CH:18]=1)[CH:21]([C:24]1[NH:29][C:28](=[O:37])[C:27]2=[CH:38][CH:39]=[CH:40][N:26]2[N:25]=1)[CH2:22][CH3:23])([CH3:3])([CH3:2])[CH3:4] |f:4.5.6|. Procedure details: A mixture of {3-[[1-(3-benzyl-4-oxo-3,4-dihydropyrrolo[2,1-f][1,2,4]triazin-2-yl)-propyl]-(4-methylbenzoyl)-amino]-propyl}-carbamic acid tert-butyl ester (115 mg, 0.21 mmol, prepared using an identical synthetic sequence to that outlined for Example 12 A–F, except substituting p-toluoyl chloride for 4-chlorobenzoyl chloride in F) and Pd(OH)2 (20 wt. % Pd on carbon, 66 mg) in ethanol (6 mL) was stirred at 50° C., under 60 psi of hydrogen, for 22 h. The catalyst was filtered off and the residue wa... Reactants: [OH-].[Na+] (NaOH), C1(CC1)C1=NC=CC=C1C#N (2-cyclopropyl-3-cyano-pyridine), Cl (HCl), CC(C)C[AlH]CC(C)C (DIBAL). Run in C1(=CC=CC=C1)C (toluene). Run at temperature 0 celsius, time 1 hour. The product is C1(CC1)C1=NC=CC=C1C=O (2-cyclopropyl-3-pyridinecarboxaldehyde). RXN SMILES: [CH:1]1([C:4]2[C:9]([C:10]#N)=[CH:8][CH:7]=[CH:6][N:5]=2)[CH2:3][CH2:2]1.CC(C[AlH]CC(C)C)C.Cl.[OH-:22].[Na+]>C1(C)C=CC=CC=1>[CH:1]1([C:4]2[C:9]([CH:10]=[O:22])=[CH:8][CH:7]=[CH:6][N:5]=2)[CH2:3][CH2:2]1 |f:3.4|. Reported procedure: 2-cyclopropyl-3-cyano-pyridine (18.5 g, 128 mmol) was dissolved in toluene (400 ml) and DIBAL (1.01M in toluene, 153 ml) was added thereto at 0° C. After stirred at 0° C. for 1 h, the reaction mixture was poured into 2N HCl aq (90 ml); and 5N NaOH aq. (40 ml) was added thereto. The mixture was extracted with EtOAc and the organic layer was washed with brine, dried over MgSO4. The desiccant was removed through filtration, the filtrate was concentrated under reduced pressure, and the resulting res... The reactants are CC(=O)O, CCOC(C)=O, CC(C)c1cccc2c1C(=O)N(COC(=O)c1c(Cl)ccc(OCc3ccccc3)c1Cl)S2(=O)=O, [H][H]. Product: CC(C)c1cccc2c1C(=O)N(COC(=O)c1c(Cl)ccc(O)c1Cl)S2(=O)=O. RXN SMILES: [CH3:36][C:37](=[O:38])[OH:39].[CH3:42][CH2:43][O:44][C:45](=[O:46])[CH3:47].[Cl:1][c:2]1[c:3]([C:4](=[O:5])[O:6][CH2:7][N:8]2[S:9](=[O:10])(=[O:11])[c:12]3[cH:13][cH:14][cH:15][c:16]([CH:20]([CH3:21])[CH3:22])[c:17]3[C:18]2=[O:19])[c:23]([Cl:35])[cH:24][cH:25][c:26]1[O:27][CH2:28][c:29]1[cH:30][cH:31][cH:32][cH:33][cH:34]1.[H:40][H:41]>>[Cl:1][c:2]1[c:3]([C:4](=[O:5])[O:6][CH2:7][N:8]2[S:9](=[O:10])(=[O:11])[c:12]3[cH:13][cH:14][cH:15][c:16]([CH:20]([CH3:21])[CH3:22])[c:17]3[C:18]2=[O:19])[c:23]([Cl:35])[cH:24][cH:25][c:26]1[OH:27].